This data is from the Open Reaction Database (ORD), a public repository of structured organic reaction records. The task is: describe an organic reaction: reactants, conditions, products, and yield Reactants: ClC1=C(C(=NC2=CC(=CC(=C12)F)F)N1C(CN(CC1)C)=O)C (1-(4-chloro-5,7-difluoro-3-methylquinolin-2-yl)-4-methylpiperazin-2-one), O1CCN(CC1)C=1C=C(C=NC1)N (5-morpholinopyridin-3-amine). Solvent: C1(=CC=CC=C1)C (toluene). Product: FC1=C2C(=C(C(=NC2=CC(=C1)F)N1C(CN(CC1)C)=O)C)NC=1C=NC=C(C1)N1CCOCC1 (1-(5,7-difluoro-3-methyl-4-((5-(4-morpholinyl)-3-pyridinyl)amino)-2-quinolinyl)-4-methyl-2-piperazinone). As a reaction SMILES: Cl[C:2]1[C:11]2[C:6](=[CH:7][C:8]([F:13])=[CH:9][C:10]=2[F:12])[N:5]=[C:4]([N:14]2[CH2:19][CH2:18][N:17]([CH3:20])[CH2:16][C:15]2=[O:21])[C:3]=1[CH3:22].[O:23]1[CH2:28][CH2:27][N:26]([C:29]2[CH:30]=[C:31]([NH2:35])[CH:32]=[N:33][CH:34]=2)[CH2:25][CH2:24]1>C1(C)C=CC=CC=1>[F:12][C:10]1[CH:9]=[C:8]([F:13])[CH:7]=[C:6]2[C:11]=1[C:2]([NH:35][C:31]1[CH:32]=[N:33][CH:34]=[C:29]([N:26]3[CH2:27][CH2:28][O:23][CH2:24][CH2:25]3)[CH:30]=1)=[C:3]([CH3:22])[C:4]([N:14]1[CH2:19][CH2:18][N:17]([CH3:20])[CH2:16][C:15]1=[O:21])=[N:5]2. Procedure details: Prepared according to Procedure H using 1-(4-chloro-5,7-difluoro-3-methylquinolin-2-yl)-4-methylpiperazin-2-one (25.0 mg, 0.077 mmol) and 5-morpholinopyridin-3-amine in toluene to give 1-(5,7-difluoro-3-methyl-4-((5-(4-morpholinyl)-3-pyridinyl)amino)-2-quinolinyl)-4-methyl-2-piperazinone. 1H NMR (400 MHz, chloroform-d) δ ppm 7.92 (1H, br. s.), 7.88 (1H, br. s.), 7.47 (1H, ddd, J=9.6, 2.5, 1.4 Hz), 7.23 (1H, d, J=14.9 Hz), 7.01 (1H, ddd, J=13.9, 8.6, 2.5 Hz), 6.53 (1H, t, J=2.1 Hz), 4.41 (1H, ddd... Starting materials: ClC1=CC=C(CC2=NC3=C(C=CC=C3C(=C2O)C(=O)O)C2=CC=CC=C2)C=C1 (2-(4-Chloro-benzyl)-3-hydroxy-8-phenyl-quinoline-4-carboxylic Acid), BrC=1C=CC=C2C(C(NC12)=O)=O (7-Bromo-1H-indole-2,3-dione), C(C)(=O)OCC(CC1=CC=C(C=C1)Cl)=O (3-(4-chlorophenyl)-2-oxopropyl acetate). Yields the product BrC=1C=CC=C2C(=C(C(=NC12)CC1=CC=C(C=C1)Cl)O)C(=O)O (8-bromo-2-(4-chlorobenzyl)-3-hydroxyquinoline-4-carboxylic Acid). Yield: 23.0%. As a reaction SMILES: [Cl:1][C:2]1[CH:28]=[CH:27][C:5]([CH2:6][C:7]2[C:16]([OH:17])=[C:15]([C:18]([OH:20])=[O:19])[C:14]3[C:9](=[C:10](C4C=CC=CC=4)[CH:11]=[CH:12][CH:13]=3)[N:8]=2)=[CH:4][CH:3]=1.[Br:29]C1C=CC=C2C=1NC(=O)C2=O.C(OCC(=O)CC1C=CC(Cl)=CC=1)(=O)C>>[Br:29][C:10]1[CH:11]=[CH:12][CH:13]=[C:14]2[C:9]=1[N:8]=[C:7]([CH2:6][C:5]1[CH:27]=[CH:28][C:2]([Cl:1])=[CH:3][CH:4]=1)[C:16]([OH:17])=[C:15]2[C:18]([OH:20])=[O:19]. Procedure: This compound was synthesized by the procedure described above for Compound 2, reacting 7-Bromo-1H-indole-2,3-dione (1.00 g, 4.42 mmol) with intermediate 2 (1.25 g, 5.53 mmol). The crude acid was purified as described above for Compound 3, then recrystallized from acetonitrile to give product as large, bright yellow crystals (Compound 9, 0.398 g, 23% yield): 1H NMR (400 MHz, DMSO-D6) δ 4.35 (s, 2H) 7.35 (m, 4H) 7.46 (dd, J=8.6, 7.6 Hz, 1H) 7.92 (dd, J=7.5, 1.1 Hz, 1H) 8.50 (dd, J=8.6, 1.3 Hz, 1H...